From a dataset of the Open Reaction Database (ORD), a public repository of structured organic reaction records. describe an organic reaction: reactants, conditions, products, and yield As a reaction SMILES: [C:1]([O:5][C:6]([N:8]([C@H:16]1[CH2:24][O:23][CH2:22][C@H:21]([CH2:25][C:26]2[C:35]3[C:30](=[CH:31][CH:32]=[CH:33][CH:34]=3)[CH:29]=[CH:28][CH:27]=2)[C@@H:20]([O:36][Si](C(C)C)(C(C)C)C(C)C)[C@H:19]([CH3:47])[O:18][C:17]1=[O:48])[C:9](=[O:15])[O:10][C:11]([CH3:14])([CH3:13])[CH3:12])=[O:7])([CH3:4])([CH3:3])[CH3:2].CCCC[N+](CCCC)(CCCC)CCCC.[F-]>C1COCC1.[Na+].[Cl-]>[C:11]([O:10][C:9]([N:8]([C@H:16]1[CH2:24][O:23][CH2:22][C@H:21]([CH2:25][C:26]2[C:35]3[C:30](=[CH:31][CH:32]=[CH:33][CH:34]=3)[CH:29]=[CH:28][CH:27]=2)[C@@H:20]([OH:36])[C@H:19]([CH3:47])[O:18][C:17]1=[O:48])[C:6](=[O:7])[O:5][C:1]([CH3:3])([CH3:4])[CH3:2])=[O:15])([CH3:12])([CH3:13])[CH3:14] |f:1.2,4.5|. Product: C(C)(C)(C)OC(=O)N(C(OC(C)(C)C)=O)[C@@H]1C(O[C@H]([C@@H]([C@H](COC1)CC1=CC=CC2=CC=CC=C12)O)C)=O (tert-butyl N-tert-butoxycarbonyl-N-[(3S,7S,8R,9S)-8-hydroxy-9-methyl-7-(1-naphthylmethyl)-2-oxo-1,5-dioxonan-3-yl]carbamate). Run in [Na+].[Cl-] (NaCl), C1CCOC1 (THF). The yield is 72.0%. Procedure details: To a solution of tert-butyl N-tert-butoxycarbonyl-N-[(3S,7S,8R,9S)-9-methyl-7-(1-naphthylmethyl)-2-oxo-8-triisopropylsilyloxy-1,5-dioxonan-3-yl]carbamate (2.54 g, 3.70 mmol) in THF (18.5 ml) was added TBAF (1.94 g, 7.41 mmol, 1M in THF) at room temperature. The reaction was stirred for 3.5 h, diluted with a ½ sat. aqueous NaCl solution (10 mL), and extracted with EtOAc (3×10 mL). The combined extracts were dried over Na2SO4, filtered, and concentrated to dryness under reduced pressure. The resul... Reaction conditions: time 3.5 hour. Reactants: C(C)(C)(C)OC(=O)N(C(OC(C)(C)C)=O)[C@@H]1C(O[C@H]([C@@H]([C@H](COC1)CC1=CC=CC2=CC=CC=C12)O[Si](C(C)C)(C(C)C)C(C)C)C)=O (tert-butyl N-tert-butoxycarbonyl-N-[(3S,7S,8R,9S)-9-methyl-7-(1-naphthylmethyl)-2-oxo-8-triisopropylsilyloxy-1,5-dioxonan-3-yl]carbamate), CCCC[N+](CCCC)(CCCC)CCCC.[F-] (TBAF). Starting materials: CC1NC(=NN1C1=CC=CC=C1)CO ((RS)-(5-methyl-1-phenyl-4,5-dihydro-1H-[1,2,4]triazol-3-yl)-methanol). The reagents and catalysts are O=[Mn]=O (MnO2). Run in ClCCl (dichloromethane). Run at time 24 hour. Yields the product CC1=NC(=NN1C1=CC=CC=C1)C=O (5-methyl-1-phenyl-1H-[1,2,4]triazole-3-carbaldehyde). The yield is 34.9%. Reaction SMILES: [CH3:1][CH:2]1[N:6]([C:7]2[CH:12]=[CH:11][CH:10]=[CH:9][CH:8]=2)[N:5]=[C:4]([CH2:13][OH:14])[NH:3]1>ClCCl.O=[Mn]=O>[CH3:1][C:2]1[N:6]([C:7]2[CH:12]=[CH:11][CH:10]=[CH:9][CH:8]=2)[N:5]=[C:4]([CH:13]=[O:14])[N:3]=1. Reported procedure: To a stirred suspension of (RS)-(5-methyl-1-phenyl-4,5-dihydro-1H-[1,2,4]triazol-3-yl)-methanol (2.28 g) at r.t. in dichloromethane (75 ml) was added MnO2 (8.06 g). The black suspension was heated to reflux and stirring was continued for 24 h. The solids were filtered off and washed with CH2Cl2. The filtrate was concentrated. The crude product was purified by chromatography (silica gel, cyclohexane=>cyclohexane/EtOAc 1:4) to give 5-methyl-1-phenyl-1H-[1,2,4]triazole-3-carbaldehyde (0.78 g) as li... The reactants are ClCCl, CC(C)(C)OC(=O)Nc1ccc(CN2CCN(c3ccc4nnc(C(F)(F)F)n4n3)CC2)cc1, O=C(O)C(F)(F)F. Product: Nc1ccc(CN2CCN(c3ccc4nnc(C(F)(F)F)n4n3)CC2)cc1. Reaction SMILES: [Cl:42][CH2:43][Cl:44].[F:8][C:9]([c:10]1[n:11][n:12][c:13]2[n:14]1[n:15][c:16]([N:19]1[CH2:20][CH2:21][N:22]([CH2:25][c:26]3[cH:27][cH:28][c:29]([NH:32][C:33](=[O:34])[O:35][C:36]([CH3:37])([CH3:38])[CH3:39])[cH:30][cH:31]3)[CH2:23][CH2:24]1)[cH:17][cH:18]2)([F:40])[F:41].[OH:1][C:2]([C:3]([F:4])([F:5])[F:6])=[O:7]>>[F:8][C:9]([c:10]1[n:11][n:12][c:13]2[n:14]1[n:15][c:16]([N:19]1[CH2:20][CH2:21][N:22]([CH2:25][c:26]3[cH:27][cH:28][c:29]([NH2:32])[cH:30][cH:31]3)[CH2:23][CH2:24]1)[cH:17][cH:18]2)([F:40])[F:41]. Yields the product CCCCCn1c(=O)n2nnnc2c2[nH]cnc21. The reactants are C=CCn1cnc2c1c1nnnn1c(=O)n2CCCCC, C1COCCN1, C1CCOC1, ClCCl, Cl, N#N, c1ccc(P(c2ccccc2)(c2ccccc2)[Pd](P(c2ccccc2)(c2ccccc2)c2ccccc2)(P(c2ccccc2)(c2ccccc2)c2ccccc2)P(c2ccccc2)(c2ccccc2)c2ccccc2)cc1. RXN SMILES: [CH2:1]([CH:2]=[CH2:3])[n:4]1[cH:5][n:6][c:7]2[n:8]([CH2:17][CH2:18][CH2:19][CH2:20][CH3:21])[c:9](=[O:16])[n:10]3[c:11]([c:12]12)[n:13][n:14][n:15]3.[CH2:22]1[NH:23][CH2:24][CH2:25][O:26][CH2:27]1.[CH2:31]1[O:32][CH2:33][CH2:34][CH2:35]1.[Cl:113][CH2:114][Cl:115].[ClH:30].[N:28]#[N:29].[cH:36]1[cH:37][cH:38][c:39]([P:40]([Pd:41]([P:42]([c:43]2[cH:44][cH:45][cH:46][cH:47][cH:48]2)([c:49]2[cH:50][cH:51][cH:52][cH:53][cH:54]2)[c:55]2[cH:56][cH:57][cH:58][cH:59][cH:60]2)([P:61]([c:62]2[cH:63][cH:64][cH:65][cH:66][cH:67]2)([c:68]2[cH:69][cH:70][cH:71][cH:72][cH:73]2)[c:74]2[cH:75][cH:76][cH:77][cH:78][cH:79]2)[P:80]([c:81]2[cH:82][cH:83][cH:84][cH:85][cH:86]2)([c:87]2[cH:88][cH:89][cH:90][cH:91][cH:92]2)[c:93]2[cH:94][cH:95][cH:96][cH:97][cH:98]2)([c:99]2[cH:100][cH:101][cH:102][cH:103][cH:104]2)[c:105]2[cH:106][cH:107][cH:108][cH:109][cH:110]2)[cH:111][cH:112]1>>[nH:4]1[cH:5][n:6][c:7]2[n:8]([CH2:17][CH2:18][CH2:19][CH2:20][CH3:21])[c:9](=[O:16])[n:10]3[c:11]([c:12]12)[n:13][n:14][n:15]3. Starting materials: Cc1c(NC=O)cc(C#N)c2nc[nH]c12, Cl, [Na+], [OH-], O. Product: Cc1c(N)cc(C#N)c2nc[nH]c12. Reaction SMILES: [CH:1](=[O:2])[NH:3][c:4]1[cH:5][c:6]([C:14]#[N:15])[c:7]2[c:8]([nH:9][cH:10][n:11]2)[c:12]1[CH3:13].[ClH:16].[Na+:18].[OH-:17].[OH2:19]>>[NH2:3][c:4]1[cH:5][c:6]([C:14]#[N:15])[c:7]2[c:8]([nH:9][cH:10][n:11]2)[c:12]1[CH3:13].